The task is: describe an organic reaction: reactants, conditions, products, and yield. This data is from the Open Reaction Database (ORD), a public repository of structured organic reaction records. The reactants are C(C)C=1NC2=CC=C(C=C2C1C(C(=C(C(=O)O)Cl)Cl)=O)C (4-(2-ethyl-5-methyl-3-indolyl)-2,3-dichloro-4-oxo-2-butenoic acid), C(C1=CC=CC=C1)N1C=CC2=CC(=CC=C12)F (1-benzyl-5-fluoroindole), CN1C(=CC2=CC=CC=C12)C (1,2-dimethylindole). The product is C(C)C=1NC2=CC=C(C=C2C1C1(C(=C(C(O1)=O)Cl)Cl)C1=CN(C2=CC=C(C=C12)F)CC1=CC=CC=C1)C (5-(2-ethyl-5-methyl-3-indolyl)-5-(1-benzyl-5-fluoro-3-indolyl)-3,4-dichloro-2(5H)-furanone). Reaction SMILES: [CH2:1]([C:3]1[NH:4][C:5]2[C:10]([C:11]=1[C:12](=O)[C:13]([Cl:19])=[C:14]([Cl:18])[C:15]([OH:17])=[O:16])=[CH:9][C:8]([CH3:21])=[CH:7][CH:6]=2)[CH3:2].[CH2:22]([N:29]1[C:37]2[C:32](=[CH:33][C:34]([F:38])=[CH:35][CH:36]=2)[CH:31]=[CH:30]1)[C:23]1[CH:28]=[CH:27][CH:26]=[CH:25][CH:24]=1.CN1C2C(=CC=CC=2)C=C1C>>[CH2:1]([C:3]1[NH:4][C:5]2[C:10]([C:11]=1[C:12]1([C:31]3[C:32]4[C:37](=[CH:36][CH:35]=[C:34]([F:38])[CH:33]=4)[N:29]([CH2:22][C:23]4[CH:24]=[CH:25][CH:26]=[CH:27][CH:28]=4)[CH:30]=3)[O:16][C:15](=[O:17])[C:14]([Cl:18])=[C:13]1[Cl:19])=[CH:9][C:8]([CH3:21])=[CH:7][CH:6]=2)[CH3:2]. Procedure: Following a procedure similar to that described above in part B of this example except that 4-(2-ethyl-5-methyl-3-indolyl)-2,3-dichloro-4-oxo-2-butenoic acid is used in place of 4-(1,2-dimethyl-3-indolyl)-2,3-dichloro-4-oxo-2-butenoic acid and 1-benzyl-5-fluoroindole is substituted for 1,2-dimethylindole, there is obtained 5-(2-ethyl-5-methyl-3-indolyl)-5-(1-benzyl-5-fluoro-3-indolyl)-3,4-dichloro-2(5H)-furanone (Formula V: R=R3 =H; R1 =CH3CH2 ; R2 =C6H5CH2 ; Y=5-CH3 ; Y1 =5-F). Reported procedure: This product was prepared from toluene-4-sulfonic acid 4-formyl-phenyl ester and 1-heptyne following the general procedure for the Sonogashira cross-coupling process described above. Chromatography eluent: heptane/EtOAc 9:1; yield (60 mg, 70%); 1H NMR δ (CDCl3): 10.02 (s, 1H), 7.8 (d, J=8.65 Hz, 2H), 7.53 (d, J=8.62 Hz, 2H), 2.45 (t, J=7.22 Hz, 2H), 1.62 (p, J=7.11 Hz, 2H), 1.48-1.3 (m, 4H), 0.93 (t, J=7.20 Hz, 3H); LCMS m/z: 200 Reactants: C(=O)C1=CC=C(C=C1)OS(=O)(=O)C1=CC=C(C=C1)C (toluene-4-sulfonic acid 4-formyl-phenyl ester), C#CCCCCC (1-heptyne). Run in CCCCCCC.CCOC(=O)C (heptane EtOAc). Reaction SMILES: [CH:1]([C:3]1[CH:8]=[CH:7][C:6](OS(C2C=CC(C)=CC=2)(=O)=O)=[CH:5][CH:4]=1)=[O:2].[CH:20]#[C:21][CH2:22][CH2:23][CH2:24][CH2:25][CH3:26]>CCCCCCC.CCOC(C)=O>[C:20]([C:6]1[CH:5]=[CH:4][C:3]([CH:1]=[O:2])=[CH:8][CH:7]=1)#[C:21][CH2:22][CH2:23][CH2:24][CH2:25][CH3:26] |f:2.3|. Yields the product C(#CCCCCC)C1=CC=C(C=O)C=C1 (4-Hept-1-ynyl-benzaldehyde). Starting materials: C([O-])(O)=O.[Na+] (sodium bicarbonate), N1N=C(C=C1)B(O)O (1H-pyrazol-3-ylboronic acid), C([O-])([O-])=O.[Na+].[Na+] (sodium carbonate), C(C)(C)(C)OC(NCC1=C(C=CC=C1)Br)=O (tert-butyl-2-bromobenzylcarbamate). The reagents and catalysts are C=1C=CC(=CC1)[P](C=2C=CC=CC2)(C=3C=CC=CC3)[Pd]([P](C=4C=CC=CC4)(C=5C=CC=CC5)C=6C=CC=CC6)([P](C=7C=CC=CC7)(C=8C=CC=CC8)C=9C=CC=CC9)[P](C=1C=CC=CC1)(C=1C=CC=CC1)C=1C=CC=CC1 (tetrakis(triphenylphosphine)palladium(0)). Solvent: CN(C=O)C (dimethylformamide). Reaction conditions: temperature 100 celsius, time 2 hour. Yields the product N1N=C(C=C1)C1=C(CNC(OC(C)(C)C)=O)C=CC=C1 (tert-butyl 2-(1H-pyrazol-3-yl)benzylcarbamate). As a reaction SMILES: [NH:1]1[CH:5]=[CH:4][C:3](B(O)O)=[N:2]1.C(=O)([O-])[O-].[Na+].[Na+].[C:15]([O:19][C:20](=[O:30])[NH:21][CH2:22][C:23]1[CH:28]=[CH:27][CH:26]=[CH:25][C:24]=1Br)([CH3:18])([CH3:17])[CH3:16].C(=O)(O)[O-].[Na+]>CN(C)C=O.C1C=CC([P]([Pd]([P](C2C=CC=CC=2)(C2C=CC=CC=2)C2C=CC=CC=2)([P](C2C=CC=CC=2)(C2C=CC=CC=2)C2C=CC=CC=2)[P](C2C=CC=CC=2)(C2C=CC=CC=2)C2C=CC=CC=2)(C2C=CC=CC=2)C2C=CC=CC=2)=CC=1>[NH:1]1[CH:5]=[CH:4][C:3]([C:24]2[CH:25]=[CH:26][CH:27]=[CH:28][C:23]=2[CH2:22][NH:21][C:20](=[O:30])[O:19][C:15]([CH3:18])([CH3:17])[CH3:16])=[N:2]1 |f:1.2.3,5.6,^1:44,46,65,84|. Reported procedure: To a solution of 1H-pyrazol-3-ylboronic acid (156 mg, 1.4 mmol), tetrakis(triphenylphosphine)palladium(0) (242 mg, 0.21 mmol), and sodium carbonate (222 mg, 2.1 mmol) in dimethylformamide (2 ml), was added tert-butyl-2-bromobenzylcarbamate (200 mg, 0.699 mmol). The suspension was stirred at 100° C. for 2 h, cooled to room temperature, poured onto saturated sodium bicarbonate and extracted with ethyl acetate. The combined organic layers were washed with saturated sodium chloride, dried with magne... The reactants are OB(O)c1cccc(OCc2ccccc2)c1, CC(C)(C)OC(=O)N1CCC(c2cc(Br)c3c(N)ncnn23)CC1. The product is CC(C)(C)OC(=O)N1CCC(c2cc(-c3cccc(OCc4ccccc4)c3)c3c(N)ncnn23)CC1. As a reaction SMILES: [CH2:25]([c:26]1[cH:27][cH:28][cH:29][cH:30][cH:31]1)[O:32][c:33]1[cH:34][c:35]([B:39]([OH:40])[OH:41])[cH:36][cH:37][cH:38]1.[NH2:1][c:2]1[n:3][cH:4][n:5][n:6]2[c:7]1[c:8]([Br:24])[cH:9][c:10]2[CH:11]1[CH2:12][CH2:13][N:14]([C:17](=[O:18])[O:19][C:20]([CH3:21])([CH3:22])[CH3:23])[CH2:15][CH2:16]1>>[NH2:1][c:2]1[n:3][cH:4][n:5][n:6]2[c:7]1[c:8](-[c:35]1[cH:34][c:33]([O:32][CH2:25][c:26]3[cH:27][cH:28][cH:29][cH:30][cH:31]3)[cH:38][cH:37][cH:36]1)[cH:9][c:10]2[CH:11]1[CH2:12][CH2:13][N:14]([C:17](=[O:18])[O:19][C:20]([CH3:21])([CH3:22])[CH3:23])[CH2:15][CH2:16]1. Run at temperature 110 celsius. Reactants: ClC1=C(C(=NC=N1)N)N (6-chloro-4,5-diaminopyrimidine), C1(=CC=CC2=CC=CC=C12)C(=O)O (1-naphthalenecarboxylic acid), P(=O)(Cl)(Cl)Cl (phosphoryl chloride). Yields the product ClC1=C2N=C(NC2=NC=N1)C1=CC=CC2=CC=CC=C12 (6-chloro-8-(1-naphthyl)-9H-purine). The yield is 80.4%. Reaction SMILES: [Cl:1][C:2]1[N:7]=[CH:6][N:5]=[C:4]([NH2:8])[C:3]=1[NH2:9].[C:10]1([C:20](O)=O)[C:19]2[C:14](=[CH:15][CH:16]=[CH:17][CH:18]=2)[CH:13]=[CH:12][CH:11]=1.P(Cl)(Cl)(Cl)=O>>[Cl:1][C:2]1[N:7]=[CH:6][N:5]=[C:4]2[C:3]=1[N:9]=[C:20]([C:10]1[C:19]3[C:14](=[CH:15][CH:16]=[CH:17][CH:18]=3)[CH:13]=[CH:12][CH:11]=1)[NH:8]2. Procedure details: A mixture of 6-chloro-4,5-diaminopyrimidine (519 mg, 0.00359 mol) and 1-naphthalenecarboxylic acid (618 mg, 0.00359 mol) in phosphoryl chloride (2.0 mL, 0.021 mol) was heated at 110° C. under an atmosphere of nitrogen for 5.5 hours. The reaction was cooled and the residue was washed several times with ether. The residue was dissolved in CH2Cl2 and aqueous NaHCO3. The layers were separated and the aqueous was extracted with EtOAc (1×) and CH2Cl2 (1×). The combined organics were washed with satura... Starting materials: NCc1ccc(-c2nc3c(N4CCN(Cc5cccnc5)CC4)c(Br)cnc3[nH]2)cc1, CC(C)(C)OC(=O)NCc1ccc(-c2nc3c(N4CCC(Oc5ccccc5)CC4)c(Br)cnc3[nH]2)cc1, ClCCl, O=C(O)C(F)(F)F. Yields the product NCc1ccc(-c2nc3c(N4CCC(Oc5ccccc5)CC4)c(Br)cnc3[nH]2)cc1. Reaction SMILES: [Br:1][c:2]1[c:3]([N:4]2[CH2:5][CH2:6][N:7]([CH2:8][c:9]3[cH:10][n:11][cH:12][cH:13][cH:14]3)[CH2:15][CH2:16]2)[c:17]2[n:18][c:19](-[c:20]3[cH:21][cH:22][c:23]([CH2:24][NH2:25])[cH:26][cH:27]3)[nH:28][c:29]2[n:30][cH:31]1.[Br:32][c:33]1[c:34]([N:57]2[CH2:58][CH2:59][CH:60]([O:63][c:64]3[cH:65][cH:66][cH:67][cH:68][cH:69]3)[CH2:61][CH2:62]2)[c:35]2[c:36]([n:37][cH:38]1)[nH:39][c:40](-[c:42]1[cH:43][cH:44][c:45]([CH2:46][NH:47][C:48](=[O:49])[O:50][C:51]([CH3:52])([CH3:53])[CH3:54])[cH:55][cH:56]1)[n:41]2.[Cl:77][CH2:78][Cl:79].[F:70][C:71]([F:72])([F:73])[C:74]([OH:75])=[O:76]>>[Br:32][c:33]1[c:34]([N:57]2[CH2:58][CH2:59][CH:60]([O:63][c:64]3[cH:65][cH:66][cH:67][cH:68][cH:69]3)[CH2:61][CH2:62]2)[c:35]2[c:36]([n:37][cH:38]1)[nH:39][c:40](-[c:42]1[cH:43][cH:44][c:45]([CH2:46][NH2:47])[cH:55][cH:56]1)[n:41]2. Starting materials: C1(=CC=CC=C1)C1=CC=C(N=N1)Cl (6-phenyl-3-chloropyridazine), CNN (methylhydrazine). Run in C(CCC)O (n-butanol). Yields the product C1(=CC=CC=C1)C1=CC=C(N=N1)N(N)C (6-phenyl-3-(1-methylhydrazino)pyridazine). As a reaction SMILES: [C:1]1([C:7]2[N:12]=[N:11][C:10](Cl)=[CH:9][CH:8]=2)[CH:6]=[CH:5][CH:4]=[CH:3][CH:2]=1.[CH3:14][NH:15][NH2:16]>C(O)CCC>[C:1]1([C:7]2[N:12]=[N:11][C:10]([N:15]([CH3:14])[NH2:16])=[CH:9][CH:8]=2)[CH:6]=[CH:5][CH:4]=[CH:3][CH:2]=1. Procedure: A mixture of 10.0 g. of 6-phenyl-3-chloropyridazine 7.8 g. of methylhydrazine and 75 ml. of n-butanol is refluxed 6 hours. The mixture is cooled and filtered to give product and the filtrate is concentrated and filtered to give additional product. The two crops of product are recrystallized from ethanol to give crystals, m.p. 145°-147° C.